This data is from the Open Reaction Database (ORD), a public repository of structured organic reaction records. The task is: describe an organic reaction: reactants, conditions, products, and yield The reactants are C(C)C=1OC2=C(N1)C(C1=C(C=C2)C=C(C=C1)C)C=1C(NC(NC1)=O)=O ((±)-5-(2-Ethyl-7-methyl-4H-benzo[5,6]cyclohepta[1,2-d]oxazol-4-yl)-2,4(1H,3H)-pyrimidinedione), C[Si](C)(C)N(C(C(F)(F)F)=O)[Si](C)(C)C (bis(trimethylsilyl)trifluoroacetamide), C(C)OC(=O)C=1OC(=CC1)CBr (5-[bromomethyl]-2-furancarboxylic acid ethyl ester), CO (methanol). Run in ClCCCl (1,2-dichloroethane), C(C)#N (acetonitrile). The product is C(C)C=1OC2=C(N1)C(C1=C(C=C2)C=C(C=C1)C)C=1C(NC(N(C1)CC1=CC=C(O1)C(=O)OCC)=O)=O ((±)-5-[[5-(2-Ethyl-7-methyl-4H-benzo[5,6]cyclohepta[1,2-d]oxazol-4-yl)-3,4-dihydro-2,4-dioxo-1(2H)-pyrimidinyl]methyl]-2-furancarboxylic acid, ethyl ester). RXN SMILES: [CH2:1]([C:3]1[O:4][C:5]2[CH:12]=[CH:11][C:10]3[CH:13]=[C:14]([CH3:17])[CH:15]=[CH:16][C:9]=3[CH:8]([C:18]3[C:19](=[O:25])[NH:20][C:21](=[O:24])[NH:22][CH:23]=3)[C:6]=2[N:7]=1)[CH3:2].C[Si](N([Si](C)(C)C)C(=O)C(F)(F)F)(C)C.[CH2:41]([O:43][C:44]([C:46]1[O:47][C:48]([CH2:51]Br)=[CH:49][CH:50]=1)=[O:45])[CH3:42].CO>ClCCCl.C(#N)C>[CH2:1]([C:3]1[O:4][C:5]2[CH:12]=[CH:11][C:10]3[CH:13]=[C:14]([CH3:17])[CH:15]=[CH:16][C:9]=3[CH:8]([C:18]3[C:19](=[O:25])[NH:20][C:21](=[O:24])[N:22]([CH2:51][C:48]4[O:47][C:46]([C:44]([O:43][CH2:41][CH3:42])=[O:45])=[CH:50][CH:49]=4)[CH:23]=3)[C:6]=2[N:7]=1)[CH3:2]. Procedure: To a slurry of the product of step (vii) (1.42 g) in dry 1,2-dichloroethane (15 ml) was added bis(trimethylsilyl)trifluoroacetamide (3.4 ml). The mixture was heated at reflux for 2 hours until the mixture became a homogeneous solution. The solution was allowed to cool to room temperature and a solution of 5-[bromomethyl]-2-furancarboxylic acid ethyl ester (J. Chem. Soc. Perkin Trans. 1, 1981, 1125, Bull. Chem. Soc. Jpn., 1987, 60, 1807) (1.1 g) in dry acetonitrile (15 ml) was added. The solution... The reactants are ONC(OC(C)(C)C)=O (tert-butyl N-hydroxycarbamate), C(C)OCC(COCC)O (1,3-diethoxypropan-2-ol), C(=O)(Cl)Cl (phosgene). Run in C1(=CC=CC=C1)C (toluene). The product is C(C)(C)(C)OC(=O)NOC(=O)OC(COCC)COCC (2-{[({[(tert-Butoxy)carbonyl]amino}oxy)carbonyl]oxy}-1,3-diethoxypropane). RXN SMILES: [OH:1][NH:2][C:3](=[O:9])[O:4][C:5]([CH3:8])([CH3:7])[CH3:6].[CH2:10]([O:12][CH2:13][CH:14]([OH:19])[CH2:15][O:16][CH2:17][CH3:18])[CH3:11].[C:20](Cl)(Cl)=[O:21]>C1(C)C=CC=CC=1>[C:5]([O:4][C:3]([NH:2][O:1][C:20]([O:19][CH:14]([CH2:15][O:16][CH2:17][CH3:18])[CH2:13][O:12][CH2:10][CH3:11])=[O:21])=[O:9])([CH3:8])([CH3:7])[CH3:6]. Procedure: 2-{[({[(tert-Butoxy)carbonyl]amino}oxy)carbonyl]oxy}-1,3-diethoxypropane is prepared from tert-butyl N-hydroxycarbamate and 1,3-diethoxypropan-2-ol using 20% solution of phosgene in toluene according to Scheme 10. (10.37 g, 85%), 1H NMR (500 MHz, CHLOROFORM-d) δ ppm 7.73 (1H, s), 5.03 (1H, quin, 5.2 Hz), 3.64 (4H, dd, 5.1, 2.7 Hz), 3.48-3.57 (4H, m), 1.50 (9H, s), 1.19 (6H, t, 7.0 Hz).